Dataset: the Open Reaction Database (ORD), a public repository of structured organic reaction records. Task: describe an organic reaction: reactants, conditions, products, and yield Product: O=Cc1c(Cl)ccc2cc(CO)sc12. RXN SMILES: [C:30](#[N:31])[CH3:32].[CH3:26][C:27]([CH3:28])=[O:29].[Cl:1][c:2]1[cH:3][cH:4][c:5]2[c:6]([s:7][c:8]([CH2:10][OH:11])[cH:9]2)[c:12]1[CH:13]1[O:14][CH2:17][CH2:16][O:15]1.[F:18][C:19]([F:20])([F:21])[C:22]([OH:23])=[O:24].[OH2:25]>>[Cl:1][c:2]1[cH:3][cH:4][c:5]2[c:6]([s:7][c:8]([CH2:10][OH:11])[cH:9]2)[c:12]1[CH:13]=[O:14]. Reactants: CC#N, CC(C)=O, OCc1cc2ccc(Cl)c(C3OCCO3)c2s1, O=C(O)C(F)(F)F, O. Starting materials: C(C=CC=C)(=O)O (penta-2,4-dienoic acid), O=C1NNC(N1CC(=O)O)=O (3,5-dioxo-1,2,4-triazolidine-4-acetic acid), ClOC(C)(C)C (tert.butyl hypochlorite). Run in O1CCOCC1 (dioxan), O1CCOCC1 (dioxan), O1CCOCC1 (dioxan), O1CCOCC1 (dioxan). Run at time 45 minute. Product: C(=O)(O)C1N2N(CC=C1)C(N(C2=O)CC(=O)O)=O (5-carboxy-2,3,5,8-tetrahydro-1,3-dioxo-1H-1,2,4-triazolo-[1,2-a]pyridazine-2-acetic acid). Isolated yield 41.7%. Reaction SMILES: [O:1]=[C:2]1[N:6]([CH2:7][C:8]([OH:10])=[O:9])[C:5](=[O:11])[NH:4][NH:3]1.ClOC(C)(C)C.[C:18]([OH:24])(=[O:23])[CH:19]=[CH:20][CH:21]=[CH2:22]>O1CCOCC1>[C:18]([CH:19]1[CH:20]=[CH:21][CH2:22][N:4]2[C:5](=[O:11])[N:6]([CH2:7][C:8]([OH:10])=[O:9])[C:2](=[O:1])[N:3]12)([OH:24])=[O:23]. Procedure details: 1.69 g (0.011 mol) of 3,5-dioxo-1,2,4-triazolidine-4-acetic acid were suspended in 20 ml of dry dioxan and the suspension was stirred at room temperature under a stream of nitrogen. A solution of 1.32 g (0.012 mol) of tert.butyl hypochlorite in 4 ml of dry dioxan was added dropwise over a period of 15 minutes. Stirring was continued for 45 minutes, the resulting red solution was filtered and the filtrate was evaporated in vacuo to give a red solid. This red solid was dissolved in 30 ml of dioxan... The reactants are BrC1=CC=C(C=C1)[C@H](C)N1C(O[C@@](CC1)(CCO)C1=CC=C(C=C1)F)=O ((S)-3-((S)-1-(4-bromophenyl)ethyl)-6-(4-fluorophenyl)-6-(2-hydroxyethyl)-1,3-oxazinan-2-one), N1=C(C=CC=C1)B(O)O (pyridine-2-boronic acid). The product is FC1=CC=C(C=C1)[C@]1(CCN(C(O1)=O)[C@@H](C)C1=CC=C(C=C1)C1=NC=CC=C1)CCO ((S)-6-(4-fluorophenyl)-6-(2-hydroxyethyl)-3-((S)-1-(4-(pyridin-2-yl)phenyl)ethyl)-1,3-oxazinan-2-one). As a reaction SMILES: Br[C:2]1[CH:7]=[CH:6][C:5]([C@@H:8]([N:10]2[CH2:15][CH2:14][C@@:13]([C:19]3[CH:24]=[CH:23][C:22]([F:25])=[CH:21][CH:20]=3)([CH2:16][CH2:17][OH:18])[O:12][C:11]2=[O:26])[CH3:9])=[CH:4][CH:3]=1.[N:27]1[CH:32]=[CH:31][CH:30]=[CH:29][C:28]=1B(O)O>>[F:25][C:22]1[CH:23]=[CH:24][C:19]([C@:13]2([CH2:16][CH2:17][OH:18])[O:12][C:11](=[O:26])[N:10]([C@H:8]([C:5]3[CH:6]=[CH:7][C:2]([C:28]4[CH:29]=[CH:30][CH:31]=[CH:32][N:27]=4)=[CH:3][CH:4]=3)[CH3:9])[CH2:15][CH2:14]2)=[CH:20][CH:21]=1. Reported procedure: The title compound was prepared from (S)-3-((S)-1-(4-bromophenyl)ethyl)-6-(4-fluorophenyl)-6-(2-hydroxyethyl)-1,3-oxazinan-2-one and pyridine-2-boronic acid following a procedure analogous to that described in Example 1 Step 2. LC-MS Method 2 tR=1.462 min, m/z=420.18; 1H NMR (CDCl3) 1.48 (d, 3H), 2.03-2.30 (m, 5H), 2.85 (m, 1H), 3.50 (m, 1H), 3.72 (m, 1H), 5.65 (m, 1H), 6.98 (m, 4H), 7.24 (m, 2H), 7.60 (m, 1H), 7.74 (m, 3H), 8.62 (m, 1H). Reactants: C[Si](C)(C)[N-][Si](C)(C)C, CN=C=S, [Li+], C1CCOC1, O, O=S1CCCCC1c1cccnc1. The product is CNC(=S)C1(c2cccnc2)CCCCS1=O. RXN SMILES: [CH3:14][Si:15]([N-:16][Si:17]([CH3:18])([CH3:19])[CH3:20])([CH3:21])[CH3:22].[CH3:24][N:25]=[C:26]=[S:27].[Li+:23].[O:29]1[CH2:30][CH2:31][CH2:32][CH2:33]1.[OH2:28].[n:1]1[cH:2][c:3]([CH:7]2[S:8](=[O:13])[CH2:9][CH2:10][CH2:11][CH2:12]2)[cH:4][cH:5][cH:6]1>>[n:1]1[cH:2][c:3]([C:7]2([C:26]([NH:25][CH3:24])=[S:27])[S:8](=[O:13])[CH2:9][CH2:10][CH2:11][CH2:12]2)[cH:4][cH:5][cH:6]1.